The task is: describe an organic reaction: reactants, conditions, products, and yield. This data is from the Open Reaction Database (ORD), a public repository of structured organic reaction records. The product is C(=O)(O)C(C)(C)NC1=C(C=CC=C1)C1NC2=CC=C(C=C2CC1(C)C)C(=O)O (2-[2-(1-carboxy-1-methyl-ethylamino)-phenyl]-3,3-dimethyl-1,2,3,4-tetrahydro-quinoline-6-carboxylic acid). Reaction conditions: temperature 120 celsius, time 16 hour. Starting materials: BrC1=C(C=CC=C1)C1NC2=CC=C(C=C2CC1(C)C)C(=O)O (2-(2-bromo-phenyl)-3,3-dimethyl-1,2,3,4-tetrahydro-quinoline-6-carboxylic acid), CC(N)(C)C(=O)O (2-methylalanine), C([O-])([O-])=O.[K+].[K+] (potassium carbonate). Reported procedure: A mixture of 2-(2-bromo-phenyl)-3,3-dimethyl-1,2,3,4-tetrahydro-quinoline-6-carboxylic acid (150 mg, 0.42 mmol), copper(I) iodide (24 mg, 0.13 mmol), 2-methylalanine (170 mg, 1.7 mmol), and potassium carbonate (174 mg, 1.26 mmol) in dimethyl sulfoxide (3 mL) was stirred at 120° C. for 16 h. Then the reaction mixture cooled to room temperature. The reaction mixture was extracted with ethyl acetate (2×150 mL), washed with water (2×50 mL) and saturated aqueous ammonium chloride solution (2×50 mL), ... Reagents/catalysts: [Cu]I (copper(I) iodide). Run in CS(=O)C (dimethyl sulfoxide). Reaction SMILES: Br[C:2]1[CH:7]=[CH:6][CH:5]=[CH:4][C:3]=1[CH:8]1[C:17]([CH3:19])([CH3:18])[CH2:16][C:15]2[C:10](=[CH:11][CH:12]=[C:13]([C:20]([OH:22])=[O:21])[CH:14]=2)[NH:9]1.[CH3:23][C:24]([C:27]([OH:29])=[O:28])([CH3:26])[NH2:25].C(=O)([O-])[O-].[K+].[K+]>CS(C)=O.[Cu]I>[C:27]([C:24]([NH:25][C:2]1[CH:7]=[CH:6][CH:5]=[CH:4][C:3]=1[CH:8]1[C:17]([CH3:19])([CH3:18])[CH2:16][C:15]2[C:10](=[CH:11][CH:12]=[C:13]([C:20]([OH:22])=[O:21])[CH:14]=2)[NH:9]1)([CH3:26])[CH3:23])([OH:29])=[O:28] |f:2.3.4|. The yield is 79.7%. Reactants: C(=C)[Mg]Br (vinylmagnesium bromide), ClC=1C=C(C=CC1S(=O)(=O)C)C(C(=O)N(C)OC)CC1CCOCC1 (2-[3-chloro-4-(methylsulfonyl)phenyl]-N-methoxy-N-methyl-3-(tetrahydro-2H-pyran-4-yl)propanamide), Cl (hydrochloric acid). Run in O1CCCC1 (tetrahydrofuran). Conditions: time 3 hour. The product is ClC=1C=C(C=CC1S(=O)(=O)C)C(C(C=C)=O)CC1CCOCC1 (4-[3-chloro-4-(methylsulfonyl)phenyl]-5-(tetrahydro-2H-pyran-4-yl)pent-1-en-3-one). Yield: 90.0%. Reaction SMILES: [Cl:1][C:2]1[CH:3]=[C:4]([CH:12]([CH2:19][CH:20]2[CH2:25][CH2:24][O:23][CH2:22][CH2:21]2)[C:13](N(OC)C)=[O:14])[CH:5]=[CH:6][C:7]=1[S:8]([CH3:11])(=[O:10])=[O:9].[CH:26]([Mg]Br)=[CH2:27].Cl>O1CCCC1>[Cl:1][C:2]1[CH:3]=[C:4]([CH:12]([CH2:19][CH:20]2[CH2:21][CH2:22][O:23][CH2:24][CH2:25]2)[C:13](=[O:14])[CH:26]=[CH2:27])[CH:5]=[CH:6][C:7]=1[S:8]([CH3:11])(=[O:9])=[O:10]. Reported procedure: A solution of 2-[3-chloro-4-(methylsulfonyl)phenyl]-N-methoxy-N-methyl-3-(tetrahydro-2H-pyran-4-yl)propanamide (8.64 g) in tetrahydrofuran (90 mL) was cooled to 0° C., and vinylmagnesium bromide (1.0M tetrahydrofuran solution, 88.8 mL) was added dropwise. The reaction mixture was stirred at room temperature for 3 hr, and added to 1M hydrochloric acid, and the mixture was stirred for 30 min. The reaction mixture was extracted with ethyl acetate, and the ethyl acetate layer was washed with saturat... Starting materials: [Cl-].ClC1=CC=C(C[NH2+]CCCl)C=C1 (N-(4-chlorobenzyl)-N-(2-chloroethyl)ammonium chloride), ClC1=C(C=CC(=C1)C#N)N=C=S (2-chloro-4-cyanophenyl isothiocyanate). Product: ClC1=C(C=CC(=C1)C#N)N=C1SCCN1CC1=CC=C(C=C1)Cl (2-(2-chloro-4-cyanophenylimino)-3-(4-chlorobenzyl)-1,3-thiazolidine). Reaction SMILES: [Cl-].[Cl:2][C:3]1[CH:13]=[CH:12][C:6]([CH2:7][NH2+:8][CH2:9][CH2:10]Cl)=[CH:5][CH:4]=1.[Cl:14][C:15]1[CH:20]=[C:19]([C:21]#[N:22])[CH:18]=[CH:17][C:16]=1[N:23]=[C:24]=[S:25]>>[Cl:14][C:15]1[CH:20]=[C:19]([C:21]#[N:22])[CH:18]=[CH:17][C:16]=1[N:23]=[C:24]1[N:8]([CH2:7][C:6]2[CH:12]=[CH:13][C:3]([Cl:2])=[CH:4][CH:5]=2)[CH2:9][CH2:10][S:25]1 |f:0.1|. Reported procedure: 2-Hydroxyethylamine was reacted with 4-chlorobenzyl bromide according to Method B2a to give N-(4-chlorobenzyl)-N-(2-hydroxyethyl)amine. The alcohol was reacted with SOCl2 according to Method B7c to give N-(4-chlorobenzyl)-N-(2-chloroethyl)ammonium chloride. The chloroethylamine was reacted with 2-chloro-4-cyanophenyl isothiocyanate to give 2-(2-chloro-4-cyanophenylimino)-3-(4-chlorobenzyl)-1,3-thiazolidine. The reactants are C(C)OC(=O)C1=C(C=2C=NC=CC2S1)NC1=C(C=C(C=C1)Br)F (3-(4-bromo-2-fluoro-phenylamino)-thieno[3,2-c]pyridine-2-carboxylic acid ethyl ester), [OH-].[Na+] (NaOH), CC1(OC[C@@H](O1)CON)C (O—((R)-2,2-dimethyl-[1,3]dioxolan-4-ylmethyl)hydroxylamine), CCN=C=NCCCN(C)C (EDCI), C=1C=CC2=C(C1)N=NN2O (HOBt), CCN(C(C)C)C(C)C (DIPEA), resultant residue. Solvent: C1CCOC1 (THF), CO (methanol), C(C)(=O)OCC (ethyl acetate). Run at temperature 65 celsius, time 8 hour. Yields the product CC1(OC[C@@H](O1)CONC(=O)C1=C(C=2C=NC=CC2S1)NC1=C(C=C(C=C1)Br)F)C (3-(4-Bromo-2-fluoro-phenylamino)-thieno[3,2-c]pyridine-2-carboxylic acid ((R)-2,2-dimethyl-[1,3]dioxolan-4-ylmethoxy)-amide). Yield: 40.3%. RXN SMILES: C(O[C:4]([C:6]1[S:14][C:13]2[CH:12]=[CH:11][N:10]=[CH:9][C:8]=2[C:7]=1[NH:15][C:16]1[CH:21]=[CH:20][C:19]([Br:22])=[CH:18][C:17]=1[F:23])=[O:5])C.[OH-].[Na+].[CH3:26][C:27]1([CH3:35])[O:31][C@@H:30]([CH2:32][O:33][NH2:34])[CH2:29][O:28]1.CCN=C=NCCCN(C)C.C1C=CC2N(O)N=NC=2C=1.CCN(C(C)C)C(C)C>C1COCC1.C(OCC)(=O)C.CO>[CH3:26][C:27]1([CH3:35])[O:31][C@@H:30]([CH2:32][O:33][NH:34][C:4]([C:6]2[S:14][C:13]3[CH:12]=[CH:11][N:10]=[CH:9][C:8]=3[C:7]=2[NH:15][C:16]2[CH:21]=[CH:20][C:19]([Br:22])=[CH:18][C:17]=2[F:23])=[O:5])[CH2:29][O:28]1 |f:1.2|. Procedure details: A mixture of 3-(4-bromo-2-fluoro-phenylamino)-thieno[3,2-c]pyridine-2-carboxylic acid ethyl ester (36 mg, 0.09 mmol), 1N aqueous NaOH solution (0.10 ml, 0.10 mmol) and methanol (2 ml) was heated at 65° C. for 45 minutes. The reaction mixture was concentrated in vacuo then azeotroped with toluene (2×2 ml) to give a solid residue. The solid residue was dissolved in anhydrous THF (2 ml) and O—((R)-2,2-dimethyl-[1,3]dioxolan-4-ylmethyl)hydroxylamine (22 mg, 0.18 mmol), EDCI (22 mg, 0.12 mmol), HOBt ... Reactants: [Br-], [Br-], [Br-], CC(=O)OC(C)c1cccc2cc(C(C)=O)oc12, C[N+](C)(C)c1ccccc1, C[N+](C)(C)c1ccccc1, C[N+](C)(C)c1ccccc1, C1CCOC1. Product: CC(=O)OC(C)c1cccc2cc(C(=O)CBr)oc12. RXN SMILES: [Br-:1].[Br-:2].[Br-:3].[C:34]([CH3:35])(=[O:36])[c:37]1[o:38][c:39]2[c:40]([cH:41]1)[cH:42][cH:43][cH:44][c:45]2[CH:46]([CH3:47])[O:48][C:49]([CH3:50])=[O:51].[CH3:14][N+:15]([c:16]1[cH:17][cH:18][cH:19][cH:20][cH:21]1)([CH3:22])[CH3:23].[CH3:24][N+:25]([c:26]1[cH:27][cH:28][cH:29][cH:30][cH:31]1)([CH3:32])[CH3:33].[CH3:4][N+:5]([CH3:6])([CH3:7])[c:8]1[cH:9][cH:10][cH:11][cH:12][cH:13]1.[O:52]1[CH2:53][CH2:54][CH2:55][CH2:56]1>>[Br:1][CH2:35][C:34](=[O:36])[c:37]1[o:38][c:39]2[c:40]([cH:41]1)[cH:42][cH:43][cH:44][c:45]2[CH:46]([CH3:47])[O:48][C:49]([CH3:50])=[O:51].